From a dataset of the Open Reaction Database (ORD), a public repository of structured organic reaction records. describe an organic reaction: reactants, conditions, products, and yield Starting materials: [Br-].C[N+](CCCNC)(C)C (N,N,N-trimethyl-[3-(methylamino)]-1-propanaminium bromide), BrCCCCl (3-bromo-1-chloropropane), oily product. Solvent: C(C)#N (acetonitrile). The product is Br.[Br-].ClCCCN(C)CCC[N+](C)(C)C (3-[N'-(3-Chloropropyl)-N'-methylamino]-N,N,N-trimethyl-1-propanaminium bromide Hydrobromide). Reaction SMILES: [Br-:1].[CH3:2][N+:3]([CH3:10])([CH3:9])[CH2:4][CH2:5][CH2:6][NH:7][CH3:8].[Br:11][CH2:12][CH2:13][CH2:14][Cl:15]>C(#N)C>[BrH:11].[Br-:1].[Cl:15][CH2:14][CH2:13][CH2:12][N:7]([CH2:6][CH2:5][CH2:4][N+:3]([CH3:10])([CH3:9])[CH3:2])[CH3:8] |f:0.1,4.5.6|. Procedure: To a stirred solution of 3.02 g. (14.3 mmoles) of N,N,N-trimethyl-[3-(methylamino)]-1-propanaminium bromide in 30 ml. of acetonitrile is added a solution of 2.25 g. (14.3 mmoles) of 3-bromo-1-chloropropane and the mixture is stirred at room temperature under nitrogen for 3.5 hours. The mixture is cooled in an ice-water bath and then the insoluble material is removed by filtration. The filtrate is evaporated and dried in vacuo and is extracted with chloroform. The chloroform extract is evaporated... Starting materials: CC1=CC=C(C=C1)S(=O)(=O)OCC(CC1=C(C(=CC=C1)CC1=CC=CC=C1)OCC1=CC=CC=C1)O ((±)-3-[3-benzyl-2-(benzyloxy)phenyl]-2-hydroxypropyl 4-methylbenzenesulfonate), Intermediate 4. Reagents/catalysts: [Pd] (palladium on carbon). Yields the product CC1=CC=C(C=C1)S(=O)(=O)OCC(CC1=C(C(=CC=C1)CC1=CC=CC=C1)O)O ((±)-3-(3-benzyl-2-hydroxyphenyl)-2-hydroxypropyl 4-methylbenzenesulfonate). Yield: 93.7%. RXN SMILES: [CH3:1][C:2]1[CH:7]=[CH:6][C:5]([S:8]([O:11][CH2:12][CH:13]([OH:36])[CH2:14][C:15]2[CH:20]=[CH:19][CH:18]=[C:17]([CH2:21][C:22]3[CH:27]=[CH:26][CH:25]=[CH:24][CH:23]=3)[C:16]=2[O:28]CC2C=CC=CC=2)(=[O:10])=[O:9])=[CH:4][CH:3]=1>[Pd]>[CH3:1][C:2]1[CH:3]=[CH:4][C:5]([S:8]([O:11][CH2:12][CH:13]([OH:36])[CH2:14][C:15]2[CH:20]=[CH:19][CH:18]=[C:17]([CH2:21][C:22]3[CH:23]=[CH:24][CH:25]=[CH:26][CH:27]=3)[C:16]=2[OH:28])(=[O:9])=[O:10])=[CH:6][CH:7]=1. Procedure: Treatment of (±)-3-[3-benzyl-2-(benzyloxy)phenyl]-2-hydroxypropyl 4-methylbenzenesulfonate (9.72 g, 0.019 mol) with palladium on carbon (0.97 g, 10 wt. %) generally according to the procedure described for Intermediate 4 provided 7.34 g (92%) of (±)-3-(3-benzyl-2-hydroxyphenyl)-2-hydroxypropyl 4-methylbenzenesulfonate as a colorless oil. Anal. calcd. for C23H24O5S: C, 66.97; H, 5.86. Found: C, 66.11; H, 5.95. Reactants: N1=C(C=CC=C1)CN(C(=O)OC(C)(C)C)CC1=CC=C(C2=CC=CC=C12)C(=O)N[C@H](C(=O)O)CCCN[C@@H]1CCCC=2C=CC=NC12 ((2S)-2-(4-(N-2-picolyl-N-Boc aminomethyl)naphthoylamino)-5-((8R)-5,6,7,8-tetrahydroquinolin-8-ylamino)valeric acid), Cl.O1CCOCC1 (hydrochloric acid dioxane). The solvent is CO (methanol). Reaction conditions: time 2 hour. The product is Cl (hydrochloride), N1=C(C=CC=C1)CNCC1=CC=C(C2=CC=CC=C12)C(=O)N[C@H](C(=O)O)CCCN[C@@H]1CCCC=2C=CC=NC12 ((2S)-2-(4-(N-2-picolylaminomethyl)naphthoylamino)-5-((8R)-5,6,7,8-tetrahydroquinolin-8-ylamino)valeric acid). As a reaction SMILES: [N:1]1[CH:6]=[CH:5][CH:4]=[CH:3][C:2]=1[CH2:7][N:8]([CH2:16][C:17]1[C:26]2[C:21](=[CH:22][CH:23]=[CH:24][CH:25]=2)[C:20]([C:27]([NH:29][C@@H:30]([CH2:34][CH2:35][CH2:36][NH:37][C@H:38]2[C:47]3[N:46]=[CH:45][CH:44]=[CH:43][C:42]=3[CH2:41][CH2:40][CH2:39]2)[C:31]([OH:33])=[O:32])=[O:28])=[CH:19][CH:18]=1)C(OC(C)(C)C)=O.[ClH:48].O1CCOCC1>CO>[ClH:48].[N:1]1[CH:6]=[CH:5][CH:4]=[CH:3][C:2]=1[CH2:7][NH:8][CH2:16][C:17]1[C:26]2[C:21](=[CH:22][CH:23]=[CH:24][CH:25]=2)[C:20]([C:27]([NH:29][C@@H:30]([CH2:34][CH2:35][CH2:36][NH:37][C@H:38]2[C:47]3[N:46]=[CH:45][CH:44]=[CH:43][C:42]=3[CH2:41][CH2:40][CH2:39]2)[C:31]([OH:33])=[O:32])=[O:28])=[CH:19][CH:18]=1 |f:1.2|. Procedure: The compound obtained in Example 54-3 (7.2 mg) was dissolved in methanol (0.15 ml) and 4 mol/l hydrochloric acid/dioxane solution (0.15 ml) was added. After 2 hours, the reaction solution was concentrated. The residue was purified by silica gel column chromatography (chloroform/methanol/water=7/3/0.5). After the addition of 1 mol/l hydrochloric acid, the residue was concentrated and subjected to azeotropic distillation with methanol to obtain hydrochloride of the title compound (6.3 mg) as a whi... The reactants are CCOC(OCC)c1ccc(Br)cc1, C1CCOC1, CCC(C(=O)c1ccc(OC)cc1)c1ccccc1, [Cl-], [Mg], [NH4+], O. Product: CCOC(OCC)c1ccc(C(O)(c2ccc(OC)cc2)C(CC)c2ccccc2)cc1. Reaction SMILES: [CH2:2]([CH3:3])[O:4][CH:5]([c:6]1[cH:7][cH:8][c:9]([Br:12])[cH:10][cH:11]1)[O:13][CH2:14][CH3:15].[CH2:37]1[O:38][CH2:39][CH2:40][CH2:41]1.[CH3:16][O:17][c:18]1[cH:19][cH:20][c:21]([C:24]([CH:25]([CH2:26][CH3:27])[c:28]2[cH:29][cH:30][cH:31][cH:32][cH:33]2)=[O:34])[cH:22][cH:23]1.[Cl-:35].[Mg:1].[NH4+:36].[OH2:42]>>[CH2:2]([CH3:3])[O:4][CH:5]([c:6]1[cH:7][cH:8][c:9]([C:24]([c:21]2[cH:20][cH:19][c:18]([O:17][CH3:16])[cH:23][cH:22]2)([CH:25]([CH2:26][CH3:27])[c:28]2[cH:29][cH:30][cH:31][cH:32][cH:33]2)[OH:34])[cH:10][cH:11]1)[O:13][CH2:14][CH3:15]. Starting materials: C(C)(C)(C)OC(=O)NC(C(=O)OCC1=CC=CC=C1)C1(CSCC1)O (N-(t-butoxycarbonyl)-α-(3-hydroxy-2,3,4,5-tetrahydro-3-thiofuranyl)glycine, benzyl ester), C([O-])(O)=O.[K+] (potassium bicarbonate), CO (methanol). The solvent is O (water), O (water). Run at temperature 25 celsius, time 14 hour. The product is C(C)(C)(C)OC(=O)NC(C(=O)O)C1(CSCC1)O (N-(t-Butoxycarbonyl)-α-(3-hydroxy-2,3,4,5-tetrahydro-3-thiofuranyl)glycine). As a reaction SMILES: [C:1]([O:5][C:6]([NH:8][CH:9]([C:20]1([OH:25])[CH2:24][CH2:23][S:22][CH2:21]1)[C:10]([O:12]CC1C=CC=CC=1)=[O:11])=[O:7])([CH3:4])([CH3:3])[CH3:2].C(=O)(O)[O-].[K+].CO>O>[C:1]([O:5][C:6]([NH:8][CH:9]([C:20]1([OH:25])[CH2:24][CH2:23][S:22][CH2:21]1)[C:10]([OH:12])=[O:11])=[O:7])([CH3:4])([CH3:2])[CH3:3] |f:1.2|. Reported procedure: A slurry of N-(t-butoxycarbonyl)-α-(3-hydroxy-2,3,4,5-tetrahydro-3-thiofuranyl)glycine, benzyl ester (2.65 g, 7.22 mmole) in 20 ml of water was treated with potassium bicarbonate (1.0 g, 7.8 mmole) followed by 15 ml of methanol. Stirring at 25° C. for 14 hours gave a homogeneous solution which was diluted with water and extracted with ethyl acetate. The aqueous layer was acidified with 10% potassium bisulfate, saturated with sodium chloride, and extracted with ethyl acetate. Drying (sodium sulfa... The reactants are C1CCOC1, COC(=O)C1CCc2cc(Br)ccc2N1C(C)=O, CO, [Li+], [OH-], O. Product: CC(=O)N1c2ccc(Br)cc2CCC1C(=O)O. As a reaction SMILES: [CH2:21]1[O:22][CH2:23][CH2:24][CH2:25]1.[CH3:1][O:2][C:3](=[O:4])[CH:5]1[N:6]([C:16]([CH3:17])=[O:18])[c:7]2[cH:8][cH:9][c:10]([Br:15])[cH:11][c:12]2[CH2:13][CH2:14]1.[CH3:26][OH:27].[Li+:20].[OH-:19].[OH2:28]>>[O:2]=[C:3]([OH:4])[CH:5]1[N:6]([C:16]([CH3:17])=[O:18])[c:7]2[cH:8][cH:9][c:10]([Br:15])[cH:11][c:12]2[CH2:13][CH2:14]1.